This data is from the Open Reaction Database (ORD), a public repository of structured organic reaction records. The task is: describe an organic reaction: reactants, conditions, products, and yield Starting materials: amino acid, raw material, D-amino acid, D- and L-amino acid, raw material, L-amino acid, NC(CC1=CNC2=CC=CC=C12)C(=O)O (DL-tryptophan), N[C@@H](CC1=CNC2=CC=CC=C12)C(=O)O (L-tryptophan), D-amino acid, L-amino acid, L-amino acid, N[C@H](CC1=CNC2=CC=CC=C12)C(=O)O (D-tryptophan), D-amino acid, NC(CC1=CNC2=CC=CC=C12)C(=O)O (DL-tryptophan), keto acid, keto acid. Product: N1C=C(C2=CC=CC=C12)CC(C(=O)O)=O (indole-3-pyruvic acid). Reaction SMILES: N[C@H:2]([C:13]([OH:15])=[O:14])[CH2:3][C:4]1[C:12]2[C:7](=[CH:8][CH:9]=[CH:10][CH:11]=2)[NH:6][CH:5]=1.N[C@@H](C(O)=[O:29])CC1C2C(=CC=CC=2)NC=1.NC(C(O)=O)CC1C2C(=CC=CC=2)NC=1>>[NH:6]1[C:7]2[C:12](=[CH:11][CH:10]=[CH:9][CH:8]=2)[C:4]([CH2:3][C:2](=[O:29])[C:13]([OH:15])=[O:14])=[CH:5]1. Procedure details: The “amino acid oxidase activity” for reaction 1 means an activity catalyzing the reaction shown in scheme (13). Generally, L-amino acid oxidase generates keto acid from the corresponding L-amino acid, while D-amino acid oxidase generates keto acid from the corresponding D-amino acid. Specifically, in accordance with the present invention, individually, a microorganism having L-amino acid oxidase activity may be used when L-tryptophan is used as the raw material, while a microorganism having D-a...